This data is from the Open Reaction Database (ORD), a public repository of structured organic reaction records. The task is: describe an organic reaction: reactants, conditions, products, and yield Product: Cl.CN(CCC(C=CC1=CC=CC=C1)=O)C (5-(Dimethylamino)-1-phenyl-1-penten-3-one, hydrochloride). Reaction SMILES: [C:1]1(/[CH:7]=[CH:8]/[C:9](=[O:11])[CH3:10])[CH:6]=[CH:5][CH:4]=[CH:3][CH:2]=1.[ClH:12].[CH3:13][NH:14][CH3:15].[CH2:16]=O>C(O)C>[ClH:12].[CH3:13][N:14]([CH3:16])[CH2:15][CH2:10][C:9](=[O:11])[CH:8]=[CH:7][C:1]1[CH:6]=[CH:5][CH:4]=[CH:3][CH:2]=1 |f:1.2,5.6|. Solvent: C(C)O (ethanol). Reactants: C1(=CC=CC=C1)/C=C/C(C)=O (trans-4-Phenyl-3-buten-2-one), Cl.CNC (dimethylamine hydrochloride), C=O (paraformaldehyde). Procedure: trans-4-Phenyl-3-buten-2-one (14.6 g, 0.1 mole), dimethylamine hydrochloride (9.0 g, 0.1 mole) and paraformaldehyde (5.8 g, 0.2 mole) are heated at reflux in 150 ml of absolute ethanol for 3 hours. The reaction mixture is concentrated in vacuo, then washed with ether. Addition of ethyl acetate causes crystallization. The product is recrystallized from acetonitrile to yield 6.9 g, m.p. 150°-154° C. Reactants: CC1=C(C=O)C(=CC(=C1)OC1OCCCC1)B1OC(C(O1)(C)C)(C)C (2-methyl-4-(tetrahydro-2H-pyran-2-yloxy)-6-(4,4,5,5-tetramethyl-1,3,2-dioxaborolan-2-yl)benzaldehyde), [Li]CCCC (n-BuLi), hexanes, CS(=O)(=O)OC (methyl methanesulfonate). Run in C1CCOC1 (THF), C1CCOC1 (THF). Conditions: temperature -78 celsius, time 20 minute. Product: OB1OC(C2=C1C=C(C=C2C)OC2OCCCC2)CS(=O)(=O)OC (Methyl (1-hydroxy-4-methyl-6-(tetrahydro-2H-pyran-2-yloxy)-1,3-dihydrobenzo[c][1,2]oxaborol-3-yl)methanesulfonate). Reaction SMILES: [CH3:1][S:2]([O:5][CH3:6])(=[O:4])=[O:3].[Li]CCCC.[CH3:12][C:13]1[CH:20]=[C:19]([O:21][CH:22]2[CH2:27][CH2:26][CH2:25][CH2:24][O:23]2)[CH:18]=[C:17]([B:28]2[O:32]C(C)(C)[C:30](C)(C)[O:29]2)[C:14]=1C=O>C1COCC1>[OH:32][B:28]1[C:17]2[CH:18]=[C:19]([O:21][CH:22]3[CH2:27][CH2:26][CH2:25][CH2:24][O:23]3)[CH:20]=[C:13]([CH3:12])[C:14]=2[CH:30]([CH2:1][S:2]([O:5][CH3:6])(=[O:4])=[O:3])[O:29]1. Procedure details: To a cooled (−78° C.) solution of methyl methanesulfonate (1.56 mL, 20 mmol) in 15 ml anhydrous THF was added 1.6 M n-BuLi in hexanes (11.25 ml, 18 mmol) dropwise. The mixture was stirred at −78° C. for 20 minutes, then a solution of 2-methyl-4-(tetrahydro-2H-pyran-2-yloxy)-6-(4,4,5,5-tetramethyl-1,3,2-dioxaborolan-2-yl)benzaldehyde (2.07 g, 6 mmol) in 15 mL THF was added slowly via syringe. After stirring at −78° C. for 10 minutes, the reaction was quenched with saturated ammonium chloride at −... The reactants are ice water, C(#N)C(C=CC=O)=C(C1=CC=C(C=C1)F)C1=CC=C(C=C1)F (4-cyano-5,5-bis(4-fluorophenyl)-2,4-pentadienal), [H-].[Na+] (sodium hydride), C(CC(=O)C)(=O)OCC (ethyl acetoacetate), [Li]CCCC.CCCCCC (n-BuLi hexane). Run in O1CCCC1 (tetrahydrofuran), Cl (HCl), O1CCCC1 (tetrahydrofuran). Conditions: temperature 0 celsius, time 30 minute. Yields the product C(#N)C(C=CC(CC(CC(=O)OCC)=O)O)=C(C1=CC=C(C=C1)F)C1=CC=C(C=C1)F (Ethyl 8-cyano-9,9-bis(4-fluorophenyl)-5-hydroxy-3-oxo-6,8-nonadienoate). Isolated yield 78.8%. Reaction SMILES: [H-].[Na+].[C:3]([O:9][CH2:10][CH3:11])(=[O:8])[CH2:4][C:5]([CH3:7])=[O:6].[Li]CCCC.CCCCCC.[C:23]([C:25](=[C:30]([C:38]1[CH:43]=[CH:42][C:41]([F:44])=[CH:40][CH:39]=1)[C:31]1[CH:36]=[CH:35][C:34]([F:37])=[CH:33][CH:32]=1)[CH:26]=[CH:27][CH:28]=[O:29])#[N:24]>O1CCCC1.Cl>[C:23]([C:25](=[C:30]([C:31]1[CH:36]=[CH:35][C:34]([F:37])=[CH:33][CH:32]=1)[C:38]1[CH:43]=[CH:42][C:41]([F:44])=[CH:40][CH:39]=1)[CH:26]=[CH:27][CH:28]([OH:29])[CH2:7][C:5](=[O:6])[CH2:4][C:3]([O:9][CH2:10][CH3:11])=[O:8])#[N:24] |f:0.1,3.4|. Procedure details: To a chilled suspension (0° C., ice-water bath) of sodium hydride (120 mg, 60% suspension in mineral oil, 3 mmol) in dry tetrahydrofuran (2 mL) under an inert atmosphere was added ethyl acetoacetate (330 μL, 2.6 mmol) in 4 equal portions over a period of 10 minutes. The homogeneous clear solution was stirred at 0° C. for 30 minutes followed by the dropwise addition of 2.5 M n-BuLi hexane solution (1.15 mL, 2.9 mmol) over 15 minutes. The orange dianion solution was stirred at 0° C. for an additio... The reactants are FC1=CC=C(C=C1)C=1NC(NC1C1=CC=C(C=C1)F)=S (4,5-bis(4-fluorophenyl)-1H-imidazole-2-thione), BrCCCBr (1,3-dibromopropane), CCOCC (ether). Run in O1CCOCC1 (dioxane). The product is C(CCSC=1NC(=C(N1)C1=CC=C(C=C1)F)C1=CC=C(C=C1)F)SC=1NC(=C(N1)C1=CC=C(C=C1)F)C1=CC=C(C=C1)F (2,2'[1,3-Propanediylbis(thio)]bis[4,5-bis(4-fluorophenyl)1H-imidazole]), dihydrobromide. RXN SMILES: [F:1][C:2]1[CH:7]=[CH:6][C:5]([C:8]2[NH:9][C:10](=[S:20])[NH:11][C:12]=2[C:13]2[CH:18]=[CH:17][C:16]([F:19])=[CH:15][CH:14]=2)=[CH:4][CH:3]=1.Br[CH2:22][CH2:23][CH2:24]Br.CCO[CH2:29][CH3:30]>O1CCOCC1>[CH2:22]([S:20][C:10]1[NH:11][C:12]([C:30]2[CH:29]=[CH:17][C:16]([F:19])=[CH:15][CH:14]=2)=[C:8]([C:5]2[CH:4]=[CH:3][C:2]([F:1])=[CH:7][CH:6]=2)[N:9]=1)[CH2:23][CH2:24][S:20][C:10]1[NH:11][C:12]([C:13]2[CH:18]=[CH:17][C:16]([F:19])=[CH:15][CH:14]=2)=[C:8]([C:5]2[CH:4]=[CH:3][C:2]([F:1])=[CH:7][CH:6]=2)[N:9]=1. Reported procedure: A mixture of 4,5-bis(4-fluorophenyl)-1H-imidazole-2-thione (8 g, 0.028 mol) and 1,3-dibromopropane (2.8 g, 0.014 mol) in dioxane (175 ml) was refluxed for 2.5 hours. After cooling, ether (300 ml) was added and the resulting white solid was collected by filtration, washed with ether and recrystallized from dioxane-ether to give the title compound as its dihydrobromide salt (hydrate), m.p. 176°-178°.